The task is: describe an organic reaction: reactants, conditions, products, and yield. This data is from the Open Reaction Database (ORD), a public repository of structured organic reaction records. Product: CCCNc1nc2ccc(-c3cn(C)nc3-c3ccccc3F)nc2s1. RXN SMILES: [Br:1][c:2]1[s:3][c:4]2[n:5][c:6](-[c:11]3[c:12](-[c:17]4[c:18]([F:23])[cH:19][cH:20][cH:21][cH:22]4)[n:13][n:14]([CH3:16])[cH:15]3)[cH:7][cH:8][c:9]2[n:10]1.[CH2:24]([CH2:25][CH3:26])[NH2:27].[CH2:28]1[O:29][CH2:30][CH2:31][O:32][CH2:33]1.[Cl:34][CH2:35][Cl:36]>>[c:2]1([NH:27][CH2:24][CH2:25][CH3:26])[s:3][c:4]2[n:5][c:6](-[c:11]3[c:12](-[c:17]4[c:18]([F:23])[cH:19][cH:20][cH:21][cH:22]4)[n:13][n:14]([CH3:16])[cH:15]3)[cH:7][cH:8][c:9]2[n:10]1. Reactants: Cn1cc(-c2ccc3nc(Br)sc3n2)c(-c2ccccc2F)n1, CCCN, C1COCCO1, ClCCl. The reactants are C([O-])([O-])=O.[Na+].[Na+] (sodium carbonate), IC1=CN(C2=NC=C(C=C21)C=2C=CC(=NC2)N2CCN(CC2)C(=O)OC(C)(C)C)S(=O)(=O)C2=CC=C(C)C=C2 (tert-butyl 4-(5-(3-iodo-1-tosyl-1H-pyrrolo[2,3-b]pyridin-5-yl)pyridin-2-yl)piperazine-1-carboxylate), FC=1C=C(CN2N=C(C(=C2)C2OC(C(O2)(C)C)(C)C)C)C=CC1 (1-(3-fluorobenzyl)-3-methyl-4-(4,4,5,5-tetramethyl-1,3-dioxolan-2-yl)-1H-pyrazole), IC1=CN(C2=NC=C(C=C21)C=2C=CC(=NC2)N2CCN(CC2)C(=O)OC(C)(C)C)S(=O)(=O)C2=CC=C(C)C=C2 (tert-butyl 4-(5-(3-iodo-1-tosyl-1H-pyrrolo[2,3-b]pyridin-5-yl)pyridin-2-yl)piperazine-1-carboxylate), FC=1C=C(CN2N=C(C(=C2)C2OC(C(O2)(C)C)(C)C)C)C=CC1 (1-(3-fluorobenzyl)-3-methyl-4-(4,4,5,5-tetramethyl-1,3-dioxolan-2-yl)-1H-pyrazole). The reagents and catalysts are C1=CC=C(C=C1)P([C-]2C=CC=C2)C3=CC=CC=C3.C1=CC=C(C=C1)P([C-]2C=CC=C2)C3=CC=CC=C3.Cl[Pd]Cl.[Fe+2] (Pd(dppf)Cl2). Run in C1(=CC=CC=C1)C.C(C)O.O (toluene ethanol water). Product: FC=1C=C(CN2N=CC(=C2C)C2=CN(C3=NC=C(C=C32)C=3C=CC(=NC3)N3CCN(CC3)C(=O)OC(C)(C)C)S(=O)(=O)C3=CC=C(C)C=C3)C=CC1 (tert-butyl 4-(5-(3-(1-(3-fluorobenzyl)-5-methyl-1H-pyrazol-4-yl)-1-tosyl-1H-pyrrolo[2,3-b]pyridin-5-yl)pyridin-2-yl)piperazine-1-carboxylate). Reaction SMILES: I[C:2]1[C:10]2[C:5](=[N:6][CH:7]=[C:8]([C:11]3[CH:12]=[CH:13][C:14]([N:17]4[CH2:22][CH2:21][N:20]([C:23]([O:25][C:26]([CH3:29])([CH3:28])[CH3:27])=[O:24])[CH2:19][CH2:18]4)=[N:15][CH:16]=3)[CH:9]=2)[N:4]([S:30]([C:33]2[CH:39]=[CH:38][C:36]([CH3:37])=[CH:35][CH:34]=2)(=[O:32])=[O:31])[CH:3]=1.[F:40][C:41]1[CH:42]=[C:43]([CH:60]=[CH:61][CH:62]=1)[CH2:44][N:45]1[CH:49]=[C:48](C2OC(C)(C)C(C)(C)O2)[C:47](C)=[N:46]1.[C:63](=O)([O-])[O-].[Na+].[Na+]>C1(C)C=CC=CC=1.C(O)C.O.C1C=CC(P(C2C=CC=CC=2)[C-]2C=CC=C2)=CC=1.C1C=CC(P(C2C=CC=CC=2)[C-]2C=CC=C2)=CC=1.Cl[Pd]Cl.[Fe+2]>[F:40][C:41]1[CH:42]=[C:43]([CH:60]=[CH:61][CH:62]=1)[CH2:44][N:45]1[C:49]([CH3:63])=[C:48]([C:2]2[C:10]3[C:5](=[N:6][CH:7]=[C:8]([C:11]4[CH:12]=[CH:13][C:14]([N:17]5[CH2:22][CH2:21][N:20]([C:23]([O:25][C:26]([CH3:29])([CH3:28])[CH3:27])=[O:24])[CH2:19][CH2:18]5)=[N:15][CH:16]=4)[CH:9]=3)[N:4]([S:30]([C:33]3[CH:39]=[CH:38][C:36]([CH3:37])=[CH:35][CH:34]=3)(=[O:32])=[O:31])[CH:3]=2)[CH:47]=[N:46]1 |f:2.3.4,5.6.7,8.9.10.11|. Reported procedure: Using similar reaction conditions as described in step-i of example-1, tert-butyl 4-(5-(3-iodo-1-tosyl-1H-pyrrolo[2,3-b]pyridin-5-yl)pyridin-2-yl)piperazine-1-carboxylate (Intermediate 66K) (200 mg, 0.303 mmol) was coupled with 1-(3-fluorobenzyl)-3-methyl-4-(4,4,5,5-tetramethyl-1,3,2-dioxaborolan-2-yl)-1H-pyrazole (intermediate 12) (116 mg, 0.363 mmol) using sodium carbonate (96 mg, 0.909 mmol) and Pd(dppf)Cl2 (11 mg, 0.015 mmol) in toluene/ethanol/water (10/10/1 mL) to afford 250 mg (crude) of ... Reactants: C(C)(C)(C)OC(=O)N1CCC(CC1)=O (4-oxo-piperidine-1-carboxylic acid tert-butyl ester), C(C1=CC=CC=C1)N (benzylamine), C(C)(C)(C)OC(=O)N1CC2=C(CC1)N(C=C2C=2SC(=CC2)C)CC2=CC=CC=C2 (1-Benzyl-3-(5-methyl-thiophen-2-yl)-1,4,6,7-tetrahydro-pyrrolo[3,2-c]pyridine-5-carboxylic acid tert-butyl ester), CC=1SC(=CC1)C=C[N+](=O)[O-] (2-methyl-5-(2-nitro-vinyl)-thiophene). The solvent is C1(=CC=CC=C1)C (toluene). Reaction conditions: time 16 hour. The product is C(C1=CC=CC=C1)N1C=C(C=2CNCCC21)C=2SC(=CC2)C (1-Benzyl-3-(5-methyl-thiophen-2-yl)-4,5,6,7-tetrahydro-1H-pyrrolo[3,2-c]pyridine). As a reaction SMILES: C(OC([N:8]1[CH2:13][CH2:12][C:11]2[N:14]([CH2:23][C:24]3[CH:29]=[CH:28][CH:27]=[CH:26][CH:25]=3)[CH:15]=[C:16]([C:17]3[S:18][C:19]([CH3:22])=[CH:20][CH:21]=3)[C:10]=2[CH2:9]1)=O)(C)(C)C.C(OC(N1CCC(=O)CC1)=O)(C)(C)C.C(N)C1C=CC=CC=1.CC1SC(C=C[N+]([O-])=O)=CC=1>C1(C)C=CC=CC=1>[CH2:23]([N:14]1[C:11]2[CH2:12][CH2:13][NH:8][CH2:9][C:10]=2[C:16]([C:17]2[S:18][C:19]([CH3:22])=[CH:20][CH:21]=2)=[CH:15]1)[C:24]1[CH:25]=[CH:26][CH:27]=[CH:28][CH:29]=1. Procedure: 1-Benzyl-3-(5-methyl-thiophen-2-yl)-1,4,6,7-tetrahydro-pyrrolo[3,2-c]pyridine-5-carboxylic acid tert-butyl ester. A mixture of 4-oxo-piperidine-1-carboxylic acid tert-butyl ester (0.54 g) and 300 μL of benzylamine in toluene (10 mL) was heated at reflux for 6 h using a Dean-Stark apparatus. The solution was cooled to RT and 0.47 g of 2-methyl-5-(2-nitro-vinyl)-thiophene was added. The mixture was stirred for 16 h at RT and then was concentrated in vacuo. The residue was chromatographed on SiO2 (... The reactants are BrC1=CC=C(OCCO)C=C1 (2-(4-bromophenoxy)ethanol), [Si](C)(C)(C(C)(C)C)Cl (t-butyldimethylsilyl chloride), N1C=NC=C1 (imidazole). The solvent is CN(C=O)C (dimethylformamide), CN(C=O)C (dimethylformamide). Conditions: time 8 hour. Product: BrC1=CC=C(OCCO[Si](C)(C)C(C)(C)C)C=C1 ([2-(4-Bromophenoxy)ethoxy](1,1-dimethylethyl)dimethylsilane). Isolated yield 108.3%. As a reaction SMILES: [Br:1][C:2]1[CH:11]=[CH:10][C:5]([O:6][CH2:7][CH2:8][OH:9])=[CH:4][CH:3]=1.[Si:12](Cl)([C:15]([CH3:18])([CH3:17])[CH3:16])([CH3:14])[CH3:13].N1C=CN=C1>CN(C)C=O>[Br:1][C:2]1[CH:11]=[CH:10][C:5]([O:6][CH2:7][CH2:8][O:9][Si:12]([C:15]([CH3:18])([CH3:17])[CH3:16])([CH3:14])[CH3:13])=[CH:4][CH:3]=1. Procedure: To a solution of [2-(4-bromophenoxy)ethanol (10.0 g, 46 mmol) in 150 mL dry dimethylformamide (30 mL) was added t-butyldimethylsilyl chloride (8.34 g, 55 mmol) and imidazole (7.82 g, 115 mmol). Additional dimethylformamide (20 mL) was used to wash these materials into the reaction flask. The resulting solution was stirred overnight at room temperature with a Newman tube. It was poured onto water (200 mL) and extracted with ether (3×75 mL). The combined extracts were washed with 0.5 N HCl (200 mL...